describe an organic reaction: reactants, conditions, products, and yield From a dataset of the Open Reaction Database (ORD), a public repository of structured organic reaction records. Reactants: [BH3-]C#N.[Na+] (NaCNBH3), CC1(C=CC2=NC(=CC=C2O1)C=O)C (2,2-dimethyl-2H-pyrano[3,2-b]pyridine-6-carbaldehyde), NC1=CC=CC=C1 (aniline). Reagents/catalysts: [Cl-].[Zn+2].[Cl-] (zinc chloride). Solvent: CO (methanol). Run at time 2 hour. The product is CC1(C=CC2=NC(=CC=C2O1)CNC1=CC=CC=C1)C (N-((2,2-Dimethyl-2H-pyrano[3,2-b]pyridin-6-yl)methyl)aniline). The yield is 48.0%. Reaction SMILES: [CH3:1][C:2]1([CH3:14])[O:11][C:10]2[C:5](=[N:6][C:7]([CH:12]=O)=[CH:8][CH:9]=2)[CH:4]=[CH:3]1.[NH2:15][C:16]1[CH:21]=[CH:20][CH:19]=[CH:18][CH:17]=1.[BH3-]C#N.[Na+]>CO.[Cl-].[Zn+2].[Cl-]>[CH3:1][C:2]1([CH3:14])[O:11][C:10]2[C:5](=[N:6][C:7]([CH2:12][NH:15][C:16]3[CH:21]=[CH:20][CH:19]=[CH:18][CH:17]=3)=[CH:8][CH:9]=2)[CH:4]=[CH:3]1 |f:2.3,5.6.7|. Reported procedure: To a solution of 2,2-dimethyl-2H-pyrano[3,2-b]pyridine-6-carbaldehyde (434 mg, 2.28 mmol) in methanol (3 mL) was added aniline (0.3 mL, 2.52 mmol) and zinc chloride (621 mg, 4.56 mmol) and stirred at room temperature for 2 hours. Then NaCNBH3 (287 mg, 4.56 mmol) was added and stirred overnight. Purification by column: 4:1 Hx/EtOAc to give an off-white solid. Yield: 48%. 1H NMR (CDCl3) δ 1.49 (s, 6H), 4.361 (s, 2H), 5.91 (d, 1H, J=10), 6.55 (d, 1H, J=10), 6.68-6.71 (m, 3H), 7.01 (d, 1H, J=8.4), 7... Starting materials: CCCC(=O)c1cc(-c2cccnc2)cc2nc(NC(=O)NCC)nn12, CC(=O)[O-], CON, CCO, Cl, [Na+], O, O, O. Reaction SMILES: [C:1]([CH2:2][CH2:3][CH3:4])(=[O:5])[c:6]1[cH:7][c:8](-[c:21]2[cH:22][n:23][cH:24][cH:25][cH:26]2)[cH:9][c:10]2[n:11]1[n:12][c:13]([NH:15][C:16](=[O:17])[NH:18][CH2:19][CH3:20])[n:14]2.[C:34]([O-:35])(=[O:36])[CH3:37].[CH3:27][O:28][NH2:29].[CH3:39][CH2:40][OH:41].[ClH:30].[Na+:38].[OH2:31].[OH2:32].[OH2:33]>>[C:1]([CH2:2][CH2:3][CH3:4])([c:6]1[cH:7][c:8](-[c:21]2[cH:22][n:23][cH:24][cH:25][cH:26]2)[cH:9][c:10]2[n:11]1[n:12][c:13]([NH:15][C:16](=[O:17])[NH:18][CH2:19][CH3:20])[n:14]2)=[N:29][O:28][CH3:27]. Product: CCCC(=NOC)c1cc(-c2cccnc2)cc2nc(NC(=O)NCC)nn12. Starting materials: C([O-])([O-])=O.[K+].[K+] (potassium carbonate), C(C)(C)(C)OC(=O)N1[C@@H](CC(C1)=C)C(=O)O ((S)-1-(tert-butoxycarbonyl)-4-methylenepyrrolidine-2-carboxylic acid), CI (Methyl iodide). Run in CN(C)C=O (DMF). Reaction conditions: time 1 hour. Yields the product C=C1C[C@H](N(C1)C(=O)OC(C)(C)C)C(=O)OC ((S)-1-tert-butyl 2-methyl 4-methylenepyrrolidine-1,2-dicarboxylate). Isolated yield 66.3%. RXN SMILES: [C:1]([O:5][C:6]([N:8]1[CH2:12][C:11](=[CH2:13])[CH2:10][C@H:9]1[C:14]([OH:16])=[O:15])=[O:7])([CH3:4])([CH3:3])[CH3:2].[C:17](=O)([O-])[O-].[K+].[K+].CI>CN(C=O)C>[CH2:13]=[C:11]1[CH2:12][N:8]([C:6]([O:5][C:1]([CH3:4])([CH3:2])[CH3:3])=[O:7])[C@H:9]([C:14]([O:16][CH3:17])=[O:15])[CH2:10]1 |f:1.2.3|. Procedure details: To a mixture of (S)-1-(tert-butoxycarbonyl)-4-methylenepyrrolidine-2-carboxylic acid (35 g, 154 mol) in DMF (155 mL) was added potassium carbonate (32 g, 1.5 eq) at room temperature. The mixture was stirred at room temperature for 1 hr before being cooled with a water bath. Methyl iodide (19.2 mL, 2 eq) was added dropwised. The mixture was stirred at room temperature for 6 hr. The reaction mixture was filtered through a pad of celite, diluted with ethyl acetate (300 mL), washed with water (200 m... Starting materials: C(C)N1CC(=C(C1)O[Si](C)(C)C)O[Si](C)(C)C (1-ethyl-2,5-dihydro-3,4-bis(trimethylsilyloxy)-pyrrole), Cl.Cl.NCC(=N)N (α-amino-acetamidine dihydrochloride). Yields the product C(C)N1CC2=NC(=CN=C2C1)N (6-Ethyl-2-amino-6,7-dihydro-5H-pyrrolo[3,4-b]pyrazine). RXN SMILES: [CH2:1]([N:3]1[CH2:7][C:6](O[Si](C)(C)C)=[C:5](O[Si](C)(C)C)[CH2:4]1)[CH3:2].Cl.Cl.[NH2:20][CH2:21][C:22]([NH2:24])=[NH:23]>>[CH2:1]([N:3]1[CH2:7][C:6]2[C:5](=[N:23][C:22]([NH2:24])=[CH:21][N:20]=2)[CH2:4]1)[CH3:2] |f:1.2.3|. Reported procedure: This compound was prepared analogous to Example 22 from 1-ethyl-2,5-dihydro-3,4-bis(trimethylsilyloxy)-pyrrole and α-amino-acetamidine dihydrochloride. Starting materials: C(=O)(C(F)(F)F)O (TFA), O=C([C@H](CC1=CC=CC=C1)NC(OC(C)(C)C)=O)N1CCC2=C(C=C(C=C12)C1=CC=NC=C1)C=1OC(NN1)=O ((S)-tert-butyl 1-oxo-1-(4-(5-oxo-4,5-dihydro-1,3,4-oxadiazol-2-yl)-6-(pyridin-4-yl)indolin-1-yl)-3-phenylpropan-2-ylcarbamate). Solvent: C(Cl)Cl (DCM). Conditions: time 6 hour. The product is OC(=O)C(F)(F)F.N[C@H](C(=O)N1CCC2=C(C=C(C=C12)C1=CC=NC=C1)C1=NNC(O1)=O)CC1=CC=CC=C1 ((S)-5-(1-(2-Amino-3-phenylpropanoyl)-6-(pyridin-4-yl)indolin-4-yl)-1,3,4-oxadiazol-2(3H)-one TFA salt). The yield is 100.0%. As a reaction SMILES: [O:1]=[C:2]([N:19]1[C:27]2[C:22](=[C:23]([C:34]3[O:35][C:36](=[O:39])[NH:37][N:38]=3)[CH:24]=[C:25]([C:28]3[CH:33]=[CH:32][N:31]=[CH:30][CH:29]=3)[CH:26]=2)[CH2:21][CH2:20]1)[C@@H:3]([NH:11]C(=O)OC(C)(C)C)[CH2:4][C:5]1[CH:10]=[CH:9][CH:8]=[CH:7][CH:6]=1.[C:40]([OH:46])([C:42]([F:45])([F:44])[F:43])=[O:41]>C(Cl)Cl>[OH:46][C:40]([C:42]([F:45])([F:44])[F:43])=[O:41].[NH2:11][C@@H:3]([CH2:4][C:5]1[CH:6]=[CH:7][CH:8]=[CH:9][CH:10]=1)[C:2]([N:19]1[C:27]2[C:22](=[C:23]([C:34]3[O:35][C:36](=[O:39])[NH:37][N:38]=3)[CH:24]=[C:25]([C:28]3[CH:33]=[CH:32][N:31]=[CH:30][CH:29]=3)[CH:26]=2)[CH2:21][CH2:20]1)=[O:1] |f:3.4|. Procedure details: To a 100 ml flask containing (S)-tert-butyl 1-oxo-1-(4-(5-oxo-4,5-dihydro-1,3,4-oxadiazol-2-yl)-6-(pyridin-4-yl)indolin-1-yl)-3-phenylpropan-2-ylcarbamate was added 20 ml of DCM and 10 ml of TFA. The reaction was stirred at room temperature for 6 hours at which time the solvent was removed with a stream of nitrogen to give (S)-5-(1-(2-amino-3-phenylpropanoyl)-6-(pyridin-4-yl)indolin-4-yl)-1,3,4-oxadiazol-2(3H)-one TFA salt 57.1.C (97 mg, 100% yield), which was used in the next step with no furth...